Dataset: the Open Reaction Database (ORD), a public repository of structured organic reaction records. Task: describe an organic reaction: reactants, conditions, products, and yield The reactants are FC1=C(C#N)C=C(C=C1)OC (2-fluoro-5-methoxybenzonitrile), C[S-].[Na+] (sodium methanethiolate), O (water). The solvent is CN(C=O)C (N,N-dimethylformamide). Yields the product COC=1C=CC(=C(C#N)C1)SC (5-methoxy-2-(methylsulfanyl)benzonitrile). Yield: 70.0%. RXN SMILES: F[C:2]1[CH:9]=[CH:8][C:7]([O:10][CH3:11])=[CH:6][C:3]=1[C:4]#[N:5].[CH3:12][S-:13].[Na+].O>CN(C)C=O>[CH3:11][O:10][C:7]1[CH:8]=[CH:9][C:2]([S:13][CH3:12])=[C:3]([CH:6]=1)[C:4]#[N:5] |f:1.2|. Procedure: (Step 1) A mixture of 2-fluoro-5-methoxybenzonitrile (10 g) and sodium methanethiolate (5.1 g) was stirred in N,N-dimethylformamide (20 ml) at 60° C. for 3 hr. The reaction solution was treated with water, and extracted with ethyl acetate. The extract was washed successively with 1N hydrochloric acid, aqueous sodium hydrogen carbonate solution and saturated brine, and dried over magnesium sulfate. The solvent was evaporated under reduced pressure. The obtained residue was crystallized from ethyl... Reactants: CCOC(C)=O, Cl, CC(C)(C)OC(=O)NCc1cccc(C(=O)N2CCOc3nccc(-c4ccc(F)cc4)c3C2)c1. Product: Cl, NCc1cccc(C(=O)N2CCOc3nccc(-c4ccc(F)cc4)c3C2)c1. Reaction SMILES: [CH3:37][CH2:38][O:39][C:40](=[O:41])[CH3:42].[ClH:36].[F:1][c:2]1[cH:3][cH:4][c:5](-[c:8]2[cH:9][cH:10][n:11][c:12]3[c:13]2[CH2:14][N:15]([C:19](=[O:20])[c:21]2[cH:22][c:23]([CH2:24][NH:25][C:26](=[O:27])[O:28][C:29]([CH3:30])([CH3:31])[CH3:32])[cH:33][cH:34][cH:35]2)[CH2:16][CH2:17][O:18]3)[cH:6][cH:7]1>>[ClH:36].[F:1][c:2]1[cH:3][cH:4][c:5](-[c:8]2[cH:9][cH:10][n:11][c:12]3[c:13]2[CH2:14][N:15]([C:19](=[O:20])[c:21]2[cH:22][c:23]([CH2:24][NH2:25])[cH:33][cH:34][cH:35]2)[CH2:16][CH2:17][O:18]3)[cH:6][cH:7]1. The reactants are OC1=C(C(=O)O)C=CC=C1OC (2-Hydroxy-3-methoxybenzoic acid), C([O-])([O-])=O.[K+].[K+] (potassium carbonate), C(CCCC)Br (pentyl bromide). Run in CN(C)C=O (DMF). Reaction conditions: temperature 90 celsius, time 1 hour. The product is COC=1C(=C(C(=O)O)C=CC1)OCCCCC (3-methoxy-2-pentyloxybenzoic acid). Yield: 92.5%. Reaction SMILES: [OH:1][C:2]1[C:10]([O:11][CH3:12])=[CH:9][CH:8]=[CH:7][C:3]=1[C:4]([OH:6])=[O:5].C(=O)([O-])[O-].[K+].[K+].[CH2:19](Br)[CH2:20][CH2:21][CH2:22][CH3:23]>CN(C=O)C>[CH3:12][O:11][C:10]1[C:2]([O:1][CH2:19][CH2:20][CH2:21][CH2:22][CH3:23])=[C:3]([CH:7]=[CH:8][CH:9]=1)[C:4]([OH:6])=[O:5] |f:1.2.3|. Procedure: 2-Hydroxy-3-methoxybenzoic acid (15.66 g, 93 mmol), DMF (200 ml), potassium carbonate (51.4 g, 372 mmol) and pentyl bromide (29 ml, 233 mmol) were mixed, and this solution was stirred at 90° C. for 1 hour. DMF was evaporated under reduced pressure, and water (100 ml) was added. The aqueous layer was extracted 3 times with ethyl acetate (150 ml). The organic layers were combined, washed twice with saturated brine (70 ml), and dried over anhydrous magnesium sulfate. The drying agent was filtered o...